Dataset: the Open Reaction Database (ORD), a public repository of structured organic reaction records. Task: describe an organic reaction: reactants, conditions, products, and yield Reactants: CCCCc1ccccc1, CO, Cc1cccc(C2CC2)c1O, Cl, [K+], [OH-], Oc1cc(Cl)nnc1Cl. Product: Cc1cccc(C2CC2)c1Oc1nnc(Cl)cc1O. As a reaction SMILES: [CH2:21]([c:22]1[cH:23][cH:24][cH:25][cH:26][cH:27]1)[CH2:28][CH2:29][CH3:30].[CH3:34][OH:35].[CH:10]1([c:13]2[c:14]([OH:20])[c:15]([CH3:19])[cH:16][cH:17][cH:18]2)[CH2:11][CH2:12]1.[ClH:33].[K+:32].[OH-:31].[OH:1][c:2]1[c:3]([Cl:9])[n:4][n:5][c:6]([Cl:8])[cH:7]1>>[OH:1][c:2]1[c:3]([O:20][c:14]2[c:13]([CH:10]3[CH2:11][CH2:12]3)[cH:18][cH:17][cH:16][c:15]2[CH3:19])[n:4][n:5][c:6]([Cl:8])[cH:7]1. Starting materials: BrCC1CCC2(OCCO2)CC1 (8-bromomethyl-1.4-dioxaspiro[4.5]decane), N,N-ethyldiisopropylamine, COC1=C(C=CC=C1)C1CNCC1 (3-(2-Methoxyphenyl)pyrrolidine). Run in N[C@@H](CC1=CC=C2C=CC=CC2=C1)C(=O)O (Nal), O1CCOCC1 (dioxane), O1CCOCC1 (dioxane). Reaction conditions: time 8 hour. Yields the product O1CCOC12CCC(CC2)CN2CC(CC2)C2=C(C=CC=C2)OC (1-(1.4-Dioxaspiro[4.5]dec-8-ylmethyl)-3-(2-methoxyphenyl)pyrrolidine). Reaction SMILES: [CH3:1][O:2][C:3]1[CH:8]=[CH:7][CH:6]=[CH:5][C:4]=1[CH:9]1[CH2:13][CH2:12][NH:11][CH2:10]1.Br[CH2:15][CH:16]1[CH2:25][CH2:24][C:19]2([O:23][CH2:22][CH2:21][O:20]2)[CH2:18][CH2:17]1>O1CCOCC1.N[C@H](C(O)=O)CC1C=C2C(C=CC=C2)=CC=1>[O:20]1[C:19]2([CH2:24][CH2:25][CH:16]([CH2:15][N:11]3[CH2:12][CH2:13][CH:9]([C:4]4[CH:5]=[CH:6][CH:7]=[CH:8][C:3]=4[O:2][CH3:1])[CH2:10]3)[CH2:17][CH2:18]2)[O:23][CH2:22][CH2:21]1. Procedure: 1 g of 3-(2-Methoxyphenyl)pyrrolidine is dissolved in 60 ml of dioxane and 0.85 g Nal, followed by 1.2 ml of N,N-ethyldiisopropylamine and 1.5 g of 8-bromomethyl-1.4-dioxaspiro[4.5]decane, dissolved in 5 ml of dioxane, are added. The reaction mixture is stirred overnight at 80°, evaporated and the residue extracted with ethylacetate/2N Na2CO3, followed by aqueous NaCl. The combined, dried and evaporated organic phases yields an oily residue which is purified by flash chromatography on silica gel... Starting materials: N[C@H](C(=O)N[C@H]([C@H](C[C@H](C=C)C(C)C)O)CC1CCCCC1)CC=1N=CNC1 ((S)-α-amino-N-[(1S,2S,4S)-1-(cyclohexylmethyl)-2-hydroxy-4-isopropyl-5-hexenyl]imidazole-4-propionamide). The reagents and catalysts are [Pd] (palladium-on-carbon). The solvent is CO (methanol). Yields the product N[C@H](C(=O)N[C@H]([C@H](C[C@H](CC)C(C)C)O)CC1CCCCC1)CC=1N=CNC1 ((S)-α-amino-N-[(1S,2S,4S)-1-(cyclohexylmethyl)-2-hydroxy-4-isopropylhexyl]imidazole-4-propionamide). As a reaction SMILES: [NH2:1][C@@H:2]([CH2:23][C:24]1[N:25]=[CH:26][NH:27][CH:28]=1)[C:3]([NH:5][C@@H:6]([CH2:16][CH:17]1[CH2:22][CH2:21][CH2:20][CH2:19][CH2:18]1)[C@@H:7]([OH:15])[CH2:8][C@@H:9]([CH:12]([CH3:14])[CH3:13])[CH:10]=[CH2:11])=[O:4]>CO.[Pd]>[NH2:1][C@@H:2]([CH2:23][C:24]1[N:25]=[CH:26][NH:27][CH:28]=1)[C:3]([NH:5][C@@H:6]([CH2:16][CH:17]1[CH2:18][CH2:19][CH2:20][CH2:21][CH2:22]1)[C@@H:7]([OH:15])[CH2:8][C@@H:9]([CH:12]([CH3:14])[CH3:13])[CH2:10][CH3:11])=[O:4]. Procedure details: 50 mg of (S)-α-amino-N-[(1S,2S,4S)-1-(cyclohexylmethyl)-2-hydroxy-4-isopropyl-5-hexenyl]imidazole-4-propionamide were dissolved in 3 ml of methanol and hydrogenated at room temperature for 3 hours at normal pressure in the presence of 7 mg of palladium-on-carbon. Thereafter, the catalyst was filtered off and rinsed with methanol. The alcoholic solution was then evaporated under reduced pressure, to obtain (S)-α-amino-N-[(1S,2S,4S)-1-(cyclohexylmethyl)-2-hydroxy-4-isopropylhexyl]imidazole-4-propi... Reactants: CS(=O)(=O)C(C)(C)C=1C=C2C=CC=NC2=C(C1)C=1C=C(COC2=C(C=CC=C2)C(=O)C2=CC=CC=C2)C=CC1 ((2-{3-[6-(1-Methanesulfonyl-1-methyl-ethyl)-quinolin-8-yl]-benzyloxy}-phenyl)-phenyl-methanone), CeCl3, final mixture, C1(CC1)[Mg]Br (Cyclopropyl magnesium bromide). Solvent: C1CCOC1 (THF), [NH4+].[Cl-] (NH4Cl). Conditions: temperature -78 celsius, time 1 hour. Yields the product C1(CC1)C(O)(C1=CC=CC=C1)C1=C(C=CC=C1)OCC1=CC(=CC=C1)C=1C=C(C=C2C=CC=NC12)C(C)(C)S(=O)(=O)C (Cyclopropyl-(2-{3-[6-(1-methanesulfonyl-1-methyl-ethyl)-quinolin-8-yl]-benzyloxy}-phenyl)-phenyl-methanol). Reaction SMILES: [CH3:1][S:2]([C:5]([C:8]1[CH:9]=[C:10]2[C:15](=[C:16]([C:18]3[CH:19]=[C:20]([CH:37]=[CH:38][CH:39]=3)[CH2:21][O:22][C:23]3[CH:28]=[CH:27][CH:26]=[CH:25][C:24]=3[C:29]([C:31]3[CH:36]=[CH:35][CH:34]=[CH:33][CH:32]=3)=[O:30])[CH:17]=1)[N:14]=[CH:13][CH:12]=[CH:11]2)([CH3:7])[CH3:6])(=[O:4])=[O:3].[CH:40]1([Mg]Br)[CH2:42][CH2:41]1>C1COCC1.[NH4+].[Cl-]>[CH:40]1([C:29]([C:24]2[CH:25]=[CH:26][CH:27]=[CH:28][C:23]=2[O:22][CH2:21][C:20]2[CH:37]=[CH:38][CH:39]=[C:18]([C:16]3[CH:17]=[C:8]([C:5]([S:2]([CH3:1])(=[O:4])=[O:3])([CH3:7])[CH3:6])[CH:9]=[C:10]4[C:15]=3[N:14]=[CH:13][CH:12]=[CH:11]4)[CH:19]=2)([C:31]2[CH:32]=[CH:33][CH:34]=[CH:35][CH:36]=2)[OH:30])[CH2:42][CH2:41]1 |f:3.4|. Procedure details: To solution of (2-{3-[6-(1-Methanesulfonyl-1-methyl-ethyl)-quinolin-8-yl]-benzyloxy}-phenyl)-phenyl-methanone (EXAMPLE 74) (1.0 eq) in THF (0.03M) was added CeCl3 (2.7 eq). The resulting mixture was stirred for 1 h, then cooled to −78° C. Cyclopropyl magnesium bromide (0.24M in THF; 4.8 eq) was added and the final mixture was allowed to warm-up to room temperature. After stirring for 1 h the mixture was poured in saturated aqueous NH4Cl and extracted with EtOAc (2×). The combined organic extract... Starting materials: O=c1ccc2c(Br)nccc2[nH]1, Cc1cc[nH]n1, CN1CCCC1=O, O. Product: Cc1ccn(-c2nccc3[nH]c(=O)ccc23)n1. As a reaction SMILES: [Br:1][c:2]1[c:3]2[cH:4][cH:5][c:6](=[O:12])[nH:7][c:8]2[cH:9][cH:10][n:11]1.[CH3:13][c:14]1[n:15][nH:16][cH:17][cH:18]1.[CH3:19][N:20]1[CH2:21][CH2:22][CH2:23][C:24]1=[O:25].[OH2:26]>>[c:2]1(-[n:16]2[n:15][c:14]([CH3:13])[cH:18][cH:17]2)[c:3]2[cH:4][cH:5][c:6](=[O:12])[nH:7][c:8]2[cH:9][cH:10][n:11]1. Reactants: C(C)(C)(C)C=1N=C(C2=C(N1)N(N=N2)CC2=C(C=CC=C2)Cl)N2CCOCC2 (5-tert-Butyl-3-(2-chloro-benzyl)-7-morpholin-4-yl-3H-[1,2,3]triazolo[4,5-d]pyrimidine), C(C)(C)(C)C=1N=C(C2=C(N1)N(N=N2)CC2=C(C=CC=C2)Cl)Cl (5-tert-butyl-7-chloro-3-(2-chlorobenzyl)-3H-[1,2,3]triazolo[4,5-d]pyrimidine), COC[C@@H]1NCCC1 ((R)-2-(methoxymethyl)pyrrolidine). The product is C(C)(C)(C)C=1N=C(C2=C(N1)N(N=N2)CC2=C(C=CC=C2)Cl)N2[C@H](CCC2)COC (5-tert-Butyl-3-(2-chloro-benzyl)-7-((R)-2-methoxymethyl-pyrrolidin-1-yl)-3H-[1,2,3]triazolo[4,5-d]pyrimidine), gum. Isolated yield 64.0%. Reaction SMILES: C(C1N=[C:7]([N:22]2C[CH2:26][O:25][CH2:24][CH2:23]2)[C:8]2N=NN(CC3C=CC=CC=3Cl)[C:9]=2N=1)(C)(C)C.[C:28]([C:32]1[N:33]=[C:34](Cl)[C:35]2[N:40]=[N:39][N:38]([CH2:41][C:42]3[CH:47]=[CH:46][CH:45]=[CH:44][C:43]=3[Cl:48])[C:36]=2[N:37]=1)([CH3:31])([CH3:30])[CH3:29].COC[C@H]1CCCN1>>[C:28]([C:32]1[N:33]=[C:34]([N:22]2[CH2:7][CH2:8][CH2:9][C@@H:23]2[CH2:24][O:25][CH3:26])[C:35]2[N:40]=[N:39][N:38]([CH2:41][C:42]3[CH:47]=[CH:46][CH:45]=[CH:44][C:43]=3[Cl:48])[C:36]=2[N:37]=1)([CH3:31])([CH3:30])[CH3:29]. Reported procedure: In analogy to the procedure described for the synthesis of 5-tert-butyl-3-(2-chloro-benzyl)-7-morpholin-4-yl-3H-[1,2,3]triazolo[4,5-d]pyrimidine (example 1, step c), the title compound was prepared from 5-tert-butyl-7-chloro-3-(2-chlorobenzyl)-3H-[1,2,3]triazolo[4,5-d]pyrimidine and (R)-2-(methoxymethyl)pyrrolidine and isolated as colorless gum (12.4 mg, 64%). MS (m/e): 415.4 (MH+).